From a dataset of the Open Reaction Database (ORD), a public repository of structured organic reaction records. describe an organic reaction: reactants, conditions, products, and yield The reactants are C(=O)(OC(C)(C)C)N[C@@H](C)CO ((S)-N-BOC-alaninol), S(=O)(Cl)Cl (thionyl chloride), C(CC(O)(C(=O)O)CC(=O)O)(=O)O (citric acid), solution, C(CCC)[Li] (n-butyllithium). Run in O1CCCC1 (tetrahydrofuran), C1CCOC1 (THF), C(C)(=O)OCC (ethyl acetate), CCCCCC (n-hexane). Reaction conditions: temperature -15 celsius, time 45 minute. Product: C(C)(C)(C)OC(=O)N1S(OC[C@@H]1C)(=O)=O ((S)-4-Methyl-2,2-dioxo-[1,2,3]oxathiazolidine-3-carboxylic acid tert-butyl ester). Reaction SMILES: C([Li])CCC.[C:6]([NH:13][C@H:14]([CH2:16][OH:17])[CH3:15])([O:8][C:9]([CH3:12])([CH3:11])[CH3:10])=[O:7].[S:18](Cl)(Cl)=[O:19].C(O)(=O)CC(CC(O)=O)(C(O)=O)[OH:25]>CCCCCC.O1CCCC1.C(OCC)(=O)C>[C:9]([O:8][C:6]([N:13]1[C@@H:14]([CH3:15])[CH2:16][O:17][S:18]1(=[O:19])=[O:25])=[O:7])([CH3:11])([CH3:10])[CH3:12]. Procedure details: 120 ml of a ca 1.6 M solution of n-butyllithium in n-hexane was added with stirring during 15 min. to a solution of 17.5 g (S)-N-BOC-alaninol in 120 ml tetrahydrofuran at −78° C. The mixture was then stirred at −15° C. for 45 min. The mixture was then cooled to −78° C. and a solution of 7.3 mL thionyl chloride in 50 mL THF, cooled to −78° C. in a jacketed dropping funnel, was added at once with vigorous stirring. The temperature rose to ca −38° C. The mixture was then stirred at −15° C. for 1 h....